This data is from the Open Reaction Database (ORD), a public repository of structured organic reaction records. The task is: describe an organic reaction: reactants, conditions, products, and yield Reactants: CN(C=CC(=O)C1=NN(C=CC1=O)C1=CC(=CC=C1)C(F)(F)F)C (3-[3-(dimethylamino)prop-2-enoyl]-1-[3-(trifluoromethyl)phenyl]pyridazin-4(1H)-one), C1(=CC=CC=C1)NN (phenylhydrazine). Run in C(C)O (ethanol). Conditions: temperature 100 celsius, time 3 hour. Yields the product C1(=CC=CC=C1)N1N=CC=C1C1=NN(C=CC1=O)C1=CC(=CC=C1)C(F)(F)F (3-(1-phenyl-1H-pyrazol-5-yl)-1-[3-(trifluoromethyl)phenyl]pyridazin-4(1H)-one). The yield is 14.4%. RXN SMILES: C[N:2](C)[CH:3]=[CH:4][C:5]([C:7]1[C:12](=[O:13])[CH:11]=[CH:10][N:9]([C:14]2[CH:19]=[CH:18][CH:17]=[C:16]([C:20]([F:23])([F:22])[F:21])[CH:15]=2)[N:8]=1)=O.[C:25]1([NH:31]N)[CH:30]=[CH:29][CH:28]=[CH:27][CH:26]=1>C(O)C>[C:25]1([N:31]2[C:5]([C:7]3[C:12](=[O:13])[CH:11]=[CH:10][N:9]([C:14]4[CH:19]=[CH:18][CH:17]=[C:16]([C:20]([F:23])([F:22])[F:21])[CH:15]=4)[N:8]=3)=[CH:4][CH:3]=[N:2]2)[CH:30]=[CH:29][CH:28]=[CH:27][CH:26]=1. Procedure: To a solution of 3-[3-(dimethylamino)prop-2-enoyl]-1-[3-(trifluoromethyl)phenyl]pyridazin-4(1H)-one (337 mg, 1.0 mmol) in ethanol (100 mL) was added phenylhydrazine (163 mg, 1.5 mmol). The mixture was stirred at 100° C. for 3 h, and the solvent was removed under reduced pressure. Preparative HPLC chromatography provided 3-(1-phenyl-1H-pyrazol-5-yl)-1-[3-(trifluoromethyl)phenyl]pyridazin-4(1H)-one as a gray solid (55 mg, 15%). The reactants are N1=CC(=CC=C1)CCCOC(CC(=O)C)=O (acetoacetic acid 3-(3-pyridyl)propyl ester), n-butylaldehyde, N (ammonia). Run in Cl (hydrochloric acid), C(C)(C)O (isopropanol). Yields the product N1=CC(=CC=C1)CCCOC(=O)C1=C(NC(=C(C1CCC)C(=O)OCCCC=1C=NC=CC1)C)C (2,6-dimethyl-4-n-propyl-1,4-dihydropyridine-3,5-dicarboxylic acid bis[3-(3-pyridyl) propyl]ester). Reaction SMILES: [N:1]1[CH:6]=[CH:5][CH:4]=[C:3]([CH2:7][CH2:8][CH2:9][O:10][C:11](=[O:16])[CH2:12][C:13]([CH3:15])=O)[CH:2]=1.[NH3:17]>C(O)(C)C.Cl>[N:1]1[CH:6]=[CH:5][CH:4]=[C:3]([CH2:7][CH2:8][CH2:9][O:10][C:11]([C:12]2[CH:2]([CH2:3][CH2:4][CH3:5])[C:12]([C:11]([O:10][CH2:9][CH2:8][CH2:7][C:3]3[CH:2]=[N:1][CH:6]=[CH:5][CH:4]=3)=[O:16])=[C:13]([CH3:15])[NH:17][C:13]=2[CH3:15])=[O:16])[CH:2]=1. Procedure: 2.2 g of acetoacetic acid 3-(3-pyridyl)propyl ester and 0.36 g of n-butylaldehyde were heated and refluxed in the presence of 1 ml of concentrated ammonia solution in 20 ml of isopropanol for 7 hours. After the reaction, the reaction solution was condensed to dryness under reduced pressure, the residue was dissolved in 1N hydrochloric acid, washed with ethyl acetate, then made alkaline by sodium hydroxide and extracted by ethyl acetate. The extracted solution was rinsed, then dried over anhydrou...